Dataset: the Open Reaction Database (ORD), a public repository of structured organic reaction records. Task: describe an organic reaction: reactants, conditions, products, and yield Starting materials: S(=O)(=O)([O-])S(=O)[O-].[Na+].[Na+] (sodium metabisulphite), BrCCC1=CC2=C(OCC2)C=C1 (5-(2-bromoethyl)-2,3-dihydrobenzo-[2,3-b]furan), BrN1C(CCC1=O)=O (N-bromosuccinimide), C(C1=CC=CC=C1)(=O)OOC(C1=CC=CC=C1)=O (benzoyl peroxide). The solvent is O (water), C(Cl)(Cl)(Cl)Cl (carbon tetrachloride). Product: BrCCC1=CC2=C(OC=C2)C=C1 (5-(2-bromoethyl)benzo[2,3-b]furan). RXN SMILES: [Br:1][CH2:2][CH2:3][C:4]1[CH:12]=[CH:11][C:7]2[O:8][CH2:9][CH2:10][C:6]=2[CH:5]=1.BrN1C(=O)CCC1=O.C(OOC(=O)C1C=CC=CC=1)(=O)C1C=CC=CC=1.S(S([O-])=O)([O-])(=O)=O.[Na+].[Na+]>O.C(Cl)(Cl)(Cl)Cl>[Br:1][CH2:2][CH2:3][C:4]1[CH:12]=[CH:11][C:7]2[O:8][CH:9]=[CH:10][C:6]=2[CH:5]=1 |f:3.4.5|. Reported procedure: A mixture containing 5-(2-bromoethyl)-2,3-dihydrobenzo-[2,3-b]furan (3 g-see Preparation 13), freshly recrystallised N-bromosuccinimide (2.37 g), benzoyl peroxide (0.03 g) and carbon tetrachloride was heated under reflux for 2 hours. On cooling to room temperature, water (100 ml) and sodium metabisulphite (1 g) were added, the layers were separated and the aqueous layer was extracted with dichloromethane (3×50 ml). The combined organic extracts were dried (MgSO4) and concentrated in vacuo to giv...